This data is from the Open Reaction Database (ORD), a public repository of structured organic reaction records. The task is: describe an organic reaction: reactants, conditions, products, and yield Starting materials: ice water, OC1=CC=C(C=C1)N1CCN(CC1)C(=O)OC(C)(C)C (Tert-butyl 4-(4-hydroxyphenyl)piperazine-1-carboxylate), ClC=1N(C=C(N1)[N+](=O)[O-])C[C@]1(OC1)C ((R)-2-chloro-1-(2-methyloxiran-2-ylmethyl)-4-nitroimidazole), [H-].[Na+] (sodium hydride). Solvent: CN(C)C=O (DMF). Run at temperature 70 celsius, time 20 minute. Yields the product C[C@@]1(CN2C(O1)=NC(=C2)[N+](=O)[O-])COC2=CC=C(C=C2)N2CCN(CC2)C(=O)OC(C)(C)C (tert-butyl (R)-4-[4-(2-methyl-6-nitro-2,3-dihydroimidazo[2,1-b]oxazol-2-ylmethoxy)phenyl]piperazine-1-carboxylate). Yield: 44.2%. As a reaction SMILES: [OH:1][C:2]1[CH:7]=[CH:6][C:5]([N:8]2[CH2:13][CH2:12][N:11]([C:14]([O:16][C:17]([CH3:20])([CH3:19])[CH3:18])=[O:15])[CH2:10][CH2:9]2)=[CH:4][CH:3]=1.[H-].[Na+].Cl[C:24]1[N:25]([CH2:32][C@:33]2([CH3:36])[CH2:35][O:34]2)[CH:26]=[C:27]([N+:29]([O-:31])=[O:30])[N:28]=1>CN(C=O)C>[CH3:35][C@@:33]1([CH2:36][O:1][C:2]2[CH:7]=[CH:6][C:5]([N:8]3[CH2:13][CH2:12][N:11]([C:14]([O:16][C:17]([CH3:20])([CH3:19])[CH3:18])=[O:15])[CH2:10][CH2:9]3)=[CH:4][CH:3]=2)[O:34][C:24]2=[N:28][C:27]([N+:29]([O-:31])=[O:30])=[CH:26][N:25]2[CH2:32]1 |f:1.2|. Reported procedure: Tert-butyl 4-(4-hydroxyphenyl)piperazine-1-carboxylate (13.5 g, 48.8 mmol) was dissolved in DMF (100 ml). To the solution, sodium hydride (2.15 g, 53.7 mmol) was added at room temperature, and the solution was stirred for 20 minutes at 70° C. To the solution, (R)-2-chloro-1-(2-methyloxiran-2-ylmethyl)-4-nitroimidazole prepared in Example 12 (10.6 g, 48.8 mmol) was added with cooling on ice-bath, and the solution was stirred for further 20 minutes at 80° C. To the reaction mixture, ice-water was ... Reactants: [BH3-]C#N.[Na+] (NaCNBH3), ClC1=C(C=C(C=C1)C(CC)NC=1C=CC(=C(C=O)C1)C)C (5-[1-(4-Chloro-3-methyl-phenyl)-propylamino]-2-methyl-benzaldehyde), N1CC(C1)C(=O)O (azetidine-3-carboxylic acid), CC(=O)O (HOAc). Solvent: CO (MeOH), C(=O)(O)[O-].[Na+] (NaHCO3). Reaction conditions: time 1 hour. Product: ClC1=C(C=C(C=C1)C(CC)NC=1C=CC(=C(CN2CC(C2)C(=O)O)C1)C)C (1-{5-[1-(4-Chloro-3-methyl-phenyl)-propylamino]-2-methyl-benzyl}-azetidine-3-carboxylic acid). As a reaction SMILES: [Cl:1][C:2]1[CH:7]=[CH:6][C:5]([CH:8]([NH:11][C:12]2[CH:13]=[CH:14][C:15]([CH3:20])=[C:16]([CH:19]=2)[CH:17]=O)[CH2:9][CH3:10])=[CH:4][C:3]=1[CH3:21].[NH:22]1[CH2:25][CH:24]([C:26]([OH:28])=[O:27])[CH2:23]1.CC(O)=O.[BH3-]C#N.[Na+]>CO.C([O-])(O)=O.[Na+]>[Cl:1][C:2]1[CH:7]=[CH:6][C:5]([CH:8]([NH:11][C:12]2[CH:13]=[CH:14][C:15]([CH3:20])=[C:16]([CH:19]=2)[CH2:17][N:22]2[CH2:25][CH:24]([C:26]([OH:28])=[O:27])[CH2:23]2)[CH2:9][CH3:10])=[CH:4][C:3]=1[CH3:21] |f:3.4,6.7|. Procedure details: To a solution of INT 9 (200 mg, 0.66 mmol) and azetidine-3-carboxylic acid (67 mg, 0.66 mmol) in MeOH (6.5 mL) was added HOAc (0.038 mL, 0.66 mmol) followed by NaCNBH3 (42 mg, 0.66 mmol). The reaction mixture was stirred at room temperature for 1 hour. The mixture was diluted with saturated aqueous NaHCO3 and extracted with CH2Cl2 (2×). The combined organic layers were washed with brine, dried over MgSO4, filtered and concentrated. The residue was purified by preparative HPLC (H2O/CH3CN) to affo...